This data is from the Open Reaction Database (ORD), a public repository of structured organic reaction records. The task is: describe an organic reaction: reactants, conditions, products, and yield The reactants are [Br-], CCOCC, [Mg+]C1CC1, [Cl-], O=C1CCc2cc(F)ccc21, [NH4+], C1CCOC1. The product is OC1(C2CC2)CCc2cc(F)ccc21. Reaction SMILES: [Br-:17].[CH3:12][CH2:13][O:14][CH2:15][CH3:16].[CH:18]1([Mg+:21])[CH2:19][CH2:20]1.[Cl-:22].[F:1][c:2]1[cH:3][c:4]2[c:8]([cH:9][cH:10]1)[C:7](=[O:11])[CH2:6][CH2:5]2.[NH4+:23].[O:24]1[CH2:25][CH2:26][CH2:27][CH2:28]1>>[F:1][c:2]1[cH:3][c:4]2[c:8]([cH:9][cH:10]1)[C:7]([OH:11])([CH:18]1[CH2:19][CH2:20]1)[CH2:6][CH2:5]2.